Dataset: the Open Reaction Database (ORD), a public repository of structured organic reaction records. Task: describe an organic reaction: reactants, conditions, products, and yield Reactants: CCCS(=O)(=O)Cl, CCOC(=O)c1cccc(N)c1, ClCCl, O, c1ccncc1. Yields the product CCCS(=O)(=O)Nc1cccc(C(=O)OCC)c1. RXN SMILES: [CH2:19]([CH2:20][CH3:21])[S:22](=[O:23])(=[O:24])[Cl:25].[CH2:1]([CH3:2])[O:3][C:4]([c:5]1[cH:6][c:7]([NH2:11])[cH:8][cH:9][cH:10]1)=[O:12].[CH2:27]([Cl:28])[Cl:29].[OH2:26].[cH:13]1[cH:14][cH:15][n:16][cH:17][cH:18]1>>[CH2:1]([CH3:2])[O:3][C:4]([c:5]1[cH:6][c:7]([NH:11][S:22]([CH2:19][CH2:20][CH3:21])(=[O:23])=[O:24])[cH:8][cH:9][cH:10]1)=[O:12]. RXN SMILES: [Al+3:17].[CH2:22]1[O:23][CH2:24][CH2:25][CH2:26]1.[CH:1]1([CH:4]([CH3:5])[c:6]2[cH:7][c:8]([C:9](=[O:10])[O:11][CH3:12])[cH:13][cH:14][cH:15]2)[CH2:2][CH2:3]1.[H-:16].[H-:19].[H-:20].[H-:21].[Li+:18]>>[CH:1]1([CH:4]([CH3:5])[c:6]2[cH:7][c:8]([CH2:9][OH:10])[cH:13][cH:14][cH:15]2)[CH2:2][CH2:3]1. The reactants are [Al+3], C1CCOC1, COC(=O)c1cccc(C(C)C2CC2)c1, [H-], [H-], [H-], [H-], [Li+]. Yields the product CC(c1cccc(CO)c1)C1CC1. The reactants are BrC=1C=CC(=C(C#N)C1)O (5-bromo-2-hydroxybenzonitrile), [H-].[Na+] (NaH), BrCCOC1OCCCC1 (2-(2-Bromoethoxy)tetrahydro-2H-pyran). Run in C(Cl)Cl (DCM), CN(C)C=O (DMF). Conditions: time 5 hour. Product: BrC=1C=CC(=C(C#N)C1)OCCOC1OCCCC1 (5-bromo-2-(2-(tetrahydro-2H-pyran-2-yloxy)ethoxy)benzonitrile). The yield is 97.1%. Reaction SMILES: [Br:1][C:2]1[CH:3]=[CH:4][C:5]([OH:10])=[C:6]([CH:9]=1)[C:7]#[N:8].[H-].[Na+].Br[CH2:14][CH2:15][O:16][CH:17]1[CH2:22][CH2:21][CH2:20][CH2:19][O:18]1>CN(C=O)C.C(Cl)Cl>[Br:1][C:2]1[CH:3]=[CH:4][C:5]([O:10][CH2:14][CH2:15][O:16][CH:17]2[CH2:22][CH2:21][CH2:20][CH2:19][O:18]2)=[C:6]([CH:9]=1)[C:7]#[N:8] |f:1.2|. Reported procedure: A solution of 5-bromo-2-hydroxybenzonitrile (1 g, 5.05 mmol) in DMF was treated with 95% NaH (242 mg, 9.6 mmol) for 20 min at room temperature. 2-(2-Bromoethoxy)tetrahydro-2H-pyran (0.839 ml, 5.56 mmol) was then added to the reaction and the mixture was stirred at room temperature for 5 hrs. The reaction was then diluted with DCM and washed with water. The organic phase was dried over Na2SO4, filtered, and concentrated to dryness to provide the crude title compound, 5-bromo-2-(2-(tetrahydro-2H-p... Starting materials: NC1CN(N(C1)CC)CC (4-amino-1,2-diethylpyrazolidine), C(\C=C(/C)\CCC=C(C)C)OC1=CC=C(C(=O)O)C=C1 (4- geranyloxybenzoic acid), C1(=CC=CC=C1)P(=O)(C1=CC=CC=C1)Cl (diphenylphosphinic chloride). Run in C(Cl)(Cl)Cl (chloroform), C(C)N(CC)CC (triethylamine), C(Cl)(Cl)Cl (chloroform). Run at time 30 minute. Yields the product C(C)N1N(CC(C1)NC(C1=CC=C(C=C1)OC\C=C(/C)\CCC=C(C)C)=O)CC (N-(1,2-diethyl-4-pyrazolidinyl)-4-geranyloxybenzamide). Isolated yield 87.4%. As a reaction SMILES: [CH2:1]([O:11][C:12]1[CH:20]=[CH:19][C:15]([C:16]([OH:18])=O)=[CH:14][CH:13]=1)/[CH:2]=[C:3](/[CH2:5][CH2:6][CH:7]=[C:8]([CH3:10])[CH3:9])\[CH3:4].C1(P(Cl)(C2C=CC=CC=2)=O)C=CC=CC=1.[NH2:36][CH:37]1[CH2:41][N:40]([CH2:42][CH3:43])[N:39]([CH2:44][CH3:45])[CH2:38]1>C(Cl)(Cl)Cl.C(N(CC)CC)C>[CH2:44]([N:39]1[CH2:38][CH:37]([NH:36][C:16](=[O:18])[C:15]2[CH:14]=[CH:13][C:12]([O:11][CH2:1]/[CH:2]=[C:3](/[CH2:5][CH2:6][CH:7]=[C:8]([CH3:9])[CH3:10])\[CH3:4])=[CH:20][CH:19]=2)[CH2:41][N:40]1[CH2:42][CH3:43])[CH3:45]. Reported procedure: To a solution of 4- geranyloxybenzoic acid (1.10 g) in chloroform (20 ml), triethylamine (1.11 ml) and a solution of diphenylphosphinic chloride (0.95 g) in chloroform (5 ml) were successively added. After the reaction solution was stirred for 30 minutes, 4-amino-1,2-diethylpyrazolidine (0.57 g) was added and then the mixture was stirred at room temperature for one night. The reaction solution was washed with aqueous solution of sodium hydrogencarbonate, dried over sodium sulfate anhydride, and ... Reactants: NC1=NC(C=2C(=N1)N=CC2CN)=O (2-amino-5-aminomethylpyrrolo[2,3-d]pyrimidin-4-one), BrCCCCCBr (1,5-dibromopentane), [OH-].[Na+] (sodium hydroxide). Run in CO (methanol). Run at time 4 day. Yields the product NC1=NC(C=2C(=N1)N=CC2CN2CCCCC2)=O (2-amino-5-piperidinomethylpyrrolo[2,3-d]pyrimidin-4-one). Isolated yield 30.6%. As a reaction SMILES: [NH2:1][C:2]1[N:7]=[C:6]2[N:8]=[CH:9][C:10]([CH2:11][NH2:12])=[C:5]2[C:4](=[O:13])[N:3]=1.Br[CH2:15][CH2:16][CH2:17][CH2:18][CH2:19]Br.[OH-].[Na+]>CO>[NH2:1][C:2]1[N:7]=[C:6]2[N:8]=[CH:9][C:10]([CH2:11][N:12]3[CH2:19][CH2:18][CH2:17][CH2:16][CH2:15]3)=[C:5]2[C:4](=[O:13])[N:3]=1 |f:2.3|. Procedure details: In 4.5 ml of methanol were dissolved 151 mg of 2-amino-5-aminomethylpyrrolo[2,3-d]pyrimidin-4-one (dihydrochloride) and 138 mg of 1,5-dibromopentane, followed by addition of 2.4 ml of 1 N-sodium hydroxide. The mixture was stirred at room temperature for 4 days. The solvent was then distilled off under pressure and the residue was purified by silica gel column chromatography. The fractions containing the desired compound were pooled and after addition of an excess of hydrogen chloride/ethanol, co... Reactants: CCOC(=O)C(C)Br, O=C([O-])[O-], CCC(C)=O, Oc1ccc(Sc2nnc3cc(Cl)ccc3n2)cc1, [K+], [K+]. Yields the product CCOC(=O)C(C)Oc1ccc(Sc2nnc3cc(Cl)ccc3n2)cc1. Reaction SMILES: [Br:20][CH:21]([C:22](=[O:23])[O:24][CH2:25][CH3:26])[CH3:27].[C:28](=[O:29])([O-:30])[O-:31].[CH2:34]([C:35]([CH3:36])=[O:37])[CH3:38].[Cl:1][c:2]1[cH:3][c:4]2[c:5]([n:6][c:7]([S:10][c:11]3[cH:12][cH:13][c:14]([OH:17])[cH:15][cH:16]3)[n:8][n:9]2)[cH:18][cH:19]1.[K+:32].[K+:33]>>[Cl:1][c:2]1[cH:3][c:4]2[c:5]([n:6][c:7]([S:10][c:11]3[cH:12][cH:13][c:14]([O:17][CH:21]([C:22](=[O:23])[O:24][CH2:25][CH3:26])[CH3:27])[cH:15][cH:16]3)[n:8][n:9]2)[cH:18][cH:19]1. Isolated yield 91.0%. Yields the product ClC=1C(=C(C=CC1)B(O)O)OC (3-chloro-2-methoxyphenylboronic acid). Procedure: This compound was prepared in a manner similar to that of 5-Fluoro-2-methoxyphenylboronic acid (EXAMPLE 107) from 2-bromo-6-chloroanisole (0.71 g, 3.2 mmol), n-BuLi (2.5 M in hexanes; 1.28 mL, 3.2 mmol), and trimethylborate (1.09 mL, 9.6 mmol) to afford 0.55 g (91%) of 3-chloro-2-methoxyphenylboronic acid which was used without further purification. Reaction SMILES: F[C:2]1[CH:3]=[CH:4][C:5]([O:11][CH3:12])=[C:6]([B:8]([OH:10])[OH:9])[CH:7]=1.BrC1C=CC=C([Cl:20])C=1OC.[Li]CCCC.COB(OC)OC>>[Cl:20][C:4]1[C:5]([O:11][CH3:12])=[C:6]([B:8]([OH:10])[OH:9])[CH:7]=[CH:2][CH:3]=1. Reactants: FC=1C=CC(=C(C1)B(O)O)OC (5-Fluoro-2-methoxyphenylboronic acid), BrC1=C(C(=CC=C1)Cl)OC (2-bromo-6-chloroanisole), [Li]CCCC (n-BuLi), COB(OC)OC (trimethylborate).